Dataset: the Open Reaction Database (ORD), a public repository of structured organic reaction records. Task: describe an organic reaction: reactants, conditions, products, and yield The reactants are ONC(C)=O (N-hydroxy-acetamide), substituted fluorobenzonitrile, CC(C)(C)[O-].[K+] (t-BuOK), C(C)(C)(C)O[Na] (t-BuONa), C(CCC)O[K] (n-BuOK), CN1CCCC1=O (NMP). Run in CS(=O)C (DMSO), CN(C)C=O (DMF). Yields the product NC1=NOC2=C1C=CC=C2 (amino-benzoisoxazole). As a reaction SMILES: [OH:1][NH:2][C:3](=O)[CH3:4].C[C:7]([O-])([CH3:9])[CH3:8].[K+].[C:12](O[Na])([CH3:15])(C)C.C(O[K])CCC.C[N:25]1C(=O)CCC1>CS(C)=O.CN(C=O)C>[NH2:25][C:3]1[C:4]2[CH:12]=[CH:15][CH:8]=[CH:7][C:9]=2[O:1][N:2]=1 |f:1.2|. Procedure: Commercially available N-hydroxy-acetamide (XVI) is reacted with a suitable substituted fluorobenzonitrile (III), in the presence of an organic base such as t-BuOK, t-BuONa or n-BuOK, in an organic solvent such as DMF, DMSO or NMP, at a temperature in the range of about 80° C. to about 120° C., to yield the corresponding amino-benzoisoxazole (XVII). Amino-bezoisoxazole (XVII) is reacted with glyoxylic acid (V), in the presence of a reducing reagent such as NaBH4, NaBH3CN or NaBH(OAc)3, in an org... Reaction conditions: time 5 hour. Reactants: ClCC#N (chloroacetonitrile), C(C1=CC=CC=C1)OC(=O)NCCC1=CC=C(C=C1)O (N-(benzyloxycarbonyl)-p-hydroxyphenethylamine), CC[O-].[Na+] (sodium ethylate solution), [Na] (sodium). The product is C(C1=CC=CC=C1)OC(=O)NCCC1=CC=C(OCC#N)C=C1 (4-[2-(Benzyloxycarbonylamino)-ethyl]-phenoxyacetonitrile). Solvent: C(C)OCC (diethyl ether), C(C)O (ethanol). RXN SMILES: [CH2:1]([O:8][C:9]([NH:11][CH2:12][CH2:13][C:14]1[CH:19]=[CH:18][C:17]([OH:20])=[CH:16][CH:15]=1)=[O:10])[C:2]1[CH:7]=[CH:6][CH:5]=[CH:4][CH:3]=1.CC[O-].[Na+].[Na].Cl[CH2:27][C:28]#[N:29]>C(OCC)C.C(O)C>[CH2:1]([O:8][C:9]([NH:11][CH2:12][CH2:13][C:14]1[CH:19]=[CH:18][C:17]([O:20][CH2:27][C:28]#[N:29])=[CH:16][CH:15]=1)=[O:10])[C:2]1[CH:3]=[CH:4][CH:5]=[CH:6][CH:7]=1 |f:1.2,^1:24|. Procedure details: 48.82 g. (0.18 mol) of the above-prepared N-(benzyloxycarbonyl)-p-hydroxyphenethylamine are introduced into a sodium ethylate solution freshly prepared from 5.17 g. sodium and 270 ml. ethanol, 11.4 ml. (0.18 mol) chloroacetonitrile are slowly added dropwise thereto and the reaction mixture is heated to the boil. After 5 hours, the solvent is stripped off, the residue is taken up in diethyl ether, extracted twice with 2N aqueous sodium hydroxide solution, washed neutral, dried over anhydrous sodi... Starting materials: COC(=O)CBr, O=C([O-])[O-], [Cs+], [Cs+], COC(=O)Cc1c[nH]c2c([N+](=O)[O-])cccc12, CN(C)C=O. The product is COC(=O)Cc1cn(CC(=O)OC)c2c([N+](=O)[O-])cccc12. RXN SMILES: [Br:24][CH2:25][C:26](=[O:27])[O:28][CH3:29].[C:18](=[O:19])([O-:20])[O-:21].[Cs+:22].[Cs+:23].[N+:1](=[O:2])([O-:3])[c:4]1[cH:5][cH:6][cH:7][c:8]2[c:9]([CH2:13][C:14](=[O:15])[O:16][CH3:17])[cH:10][nH:11][c:12]12.[O:30]=[CH:31][N:32]([CH3:33])[CH3:34]>>[N+:1](=[O:2])([O-:3])[c:4]1[cH:5][cH:6][cH:7][c:8]2[c:9]([CH2:13][C:14](=[O:15])[O:16][CH3:17])[cH:10][n:11]([CH2:25][C:26](=[O:27])[O:28][CH3:29])[c:12]12. The reactants are C1(=CC=C(C=C1)C=CC1=[N+](C=CC=C1)[O-])C (2-(2-p-tolyl-vinyl)-pyridine 1-oxide), COS(=O)(=O)OC (dimethylsulfate), [C-]#N.[Na+] (NaCN). Solvent: C(C)(C)O (isopropanol). Product: C1(=CC=C(C=C1)C=CC1=CC=CC(=N1)C#N)C (6-(2-p-Tolyl-vinyl) -pyridine-2-carbonitrile). RXN SMILES: [C:1]1([CH3:16])[CH:6]=[CH:5][C:4]([CH:7]=[CH:8][C:9]2[CH:14]=[CH:13][CH:12]=[CH:11][N+:10]=2[O-])=[CH:3][CH:2]=1.COS(OC)(=O)=O.[C-:24]#[N:25].[Na+]>C(O)(C)C>[C:1]1([CH3:16])[CH:6]=[CH:5][C:4]([CH:7]=[CH:8][C:9]2[N:10]=[C:11]([C:24]#[N:25])[CH:12]=[CH:13][CH:14]=2)=[CH:3][CH:2]=1 |f:2.3|. Procedure: In a variation to the procedure referred to in example 1, 2-(2-p-tolyl-vinyl)-pyridine 1-oxide (9.8 g, 46 mmol) was reacted first with dimethylsulfate ( 5.8 g, 46 mmol) and then with NaCN (2.74 g, 56 mmol). After extraction and crystallization 6-(2-p-tolyl-vinyl)-pyridine-2-carbonitrile (5.8 g, 57%) was obtained as a yellow crystalline material. Mp. 137-138° C. (isopropanol), MS: m/e=220 (M+) The reactants are O (H2O), C(=O)([O-])[O-].[K+].[K+] (K2CO3), IC (iodomethane), FC=1C(=CC(=C(C1)O)[N+](=O)[O-])C (5-Fluoro-4-methyl-2-nitrophenol). The solvent is CN(C=O)C (N,N-dimethylformamide). Reaction conditions: time 8 hour. Yields the product COC1=C(C=C(C(=C1)F)C)[N+](=O)[O-] (5-fluoro-4-methyl-2-nitrophenyl methyl ether). Reaction SMILES: [F:1][C:2]1[C:3]([CH3:12])=[CH:4][C:5]([N+:9]([O-:11])=[O:10])=[C:6]([OH:8])[CH:7]=1.[C:13]([O-])([O-])=O.[K+].[K+].IC.O>CN(C)C=O>[CH3:13][O:8][C:6]1[CH:7]=[C:2]([F:1])[C:3]([CH3:12])=[CH:4][C:5]=1[N+:9]([O-:11])=[O:10] |f:1.2.3|. Procedure details: 5-Fluoro-4-methyl-2-nitrophenol (2.83 g, 16.5 mmol) was dissolved in N,N-dimethylformamide (25 mL). K2CO3 (3.4 g, 25 mmol) and iodomethane (1.2 mL, 20 mmol) were added and the mixture was stirred at rt overnight. The mixture was then poured into H2O and stirred until solids crashed out. The solids were filtered and air dried to give the title compound without further purification (2.76 g, 90%). 1H NMR (400 MHz, DMSO-d6) δ ppm 7.92 (d, J=8.1 Hz, 1H), 7.25 (d, J=11.7 Hz, 1H), 3.89 (s, 3H), 2.19 (d... The reactants are O.C(C)(C)(C)OC(=O)N[C@@H](CC1=CNC2=CC=CC=C12)C(=O)N[C@@H](CCSC)C(=O)N[C@@H](CC(O)=O)C(=O)N[C@H](C)C(=O)N (N-t-butoxycarbonyl-L-tryptophanyl-L-methionyl-L-aspartyl-D-alanine amide hydrate), C(C)(=O)O (acetic acid), SCCO (2-mercaptoethanol), solution, Cl (hydrochloric acid). The solvent is O1CCOCC1 (dioxane). Conditions: time 5 minute. Yields the product Cl.N[C@@H](CC1=CNC2=CC=CC=C12)C(=O)N[C@@H](CCSC)C(=O)N[C@@H](CC(O)=O)C(=O)N[C@H](C)C(=O)N (L-tryptophanyl-L-methionyl-L-aspartyl-D-alanine amide hydrochloride). RXN SMILES: O.C(OC([NH:9][C@H:10]([C:21]([NH:23][C@H:24]([C:29]([NH:31][C@H:32]([C:37]([NH:39][C@@H:40]([C:42]([NH2:44])=[O:43])[CH3:41])=[O:38])[CH2:33][C:34](=[O:36])[OH:35])=[O:30])[CH2:25][CH2:26][S:27][CH3:28])=[O:22])[CH2:11][C:12]1[C:20]2[C:15](=[CH:16][CH:17]=[CH:18][CH:19]=2)[NH:14][CH:13]=1)=O)(C)(C)C.C(O)(=O)C.SCCO.[ClH:53]>O1CCOCC1>[ClH:53].[NH2:9][C@H:10]([C:21]([NH:23][C@H:24]([C:29]([NH:31][C@H:32]([C:37]([NH:39][C@@H:40]([C:42]([NH2:44])=[O:43])[CH3:41])=[O:38])[CH2:33][C:34](=[O:35])[OH:36])=[O:30])[CH2:25][CH2:26][S:27][CH3:28])=[O:22])[CH2:11][C:12]1[C:20]2[C:15](=[CH:16][CH:17]=[CH:18][CH:19]=2)[NH:14][CH:13]=1 |f:0.1,6.7|. Reported procedure: to a solution of N-t-butoxycarbonyl-L-tryptophanyl-L-methionyl-L-aspartyl-D-alanine amide hydrate in 11.6 parts by volume glacial acetic acid and 0.12 part by volume 2-mercaptoethanol is added 5.8 parts by volume of a 6.04 M solution of hydrochloric acid in dioxane. After stirring for approximately five minutes, the solvent is removed under reduced pressure. The residue is triturated with ethyl ether, filtered and vacuum-dried to afford L-tryptophanyl-L-methionyl-L-aspartyl-D-alanine amide hydro... Starting materials: C(C=C)OC=1C(=C(C(=C(C1)OCC=C)C(C1=CC(=CC=C1)SC)=O)CC(=O)OC)CC (Methyl 3,5-diallyloxy-2-ethyl-6-(3-methylsulfanylbenzoyl)phenylacetate), OOS(=O)[O-].[K+] (Oxone), CO (methanol). The solvent is O (water), O (water). The product is C(C=C)OC=1C(=C(C(=C(C1)OCC=C)C(C1=CC(=CC=C1)S(=O)(=O)C)=O)CC(=O)OC)CC (methyl 3,5-diallyloxy-2-ethyl-6-(3-methanesulfonylbenzoyl)phenylacetate). Isolated yield 93.0%. As a reaction SMILES: [CH2:1]([O:4][C:5]1[C:6]([CH2:30][CH3:31])=[C:7]([CH2:25][C:26]([O:28][CH3:29])=[O:27])[C:8]([C:15](=[O:24])[C:16]2[CH:21]=[CH:20][CH:19]=[C:18](SC)[CH:17]=2)=[C:9]([O:11][CH2:12][CH:13]=[CH2:14])[CH:10]=1)[CH:2]=[CH2:3].O[O:33][S:34]([O-:36])=O.[K+].[CH3:38]O>O>[CH2:1]([O:4][C:5]1[C:6]([CH2:30][CH3:31])=[C:7]([CH2:25][C:26]([O:28][CH3:29])=[O:27])[C:8]([C:15](=[O:24])[C:16]2[CH:17]=[CH:18][CH:19]=[C:20]([S:34]([CH3:38])(=[O:36])=[O:33])[CH:21]=2)=[C:9]([O:11][CH2:12][CH:13]=[CH2:14])[CH:10]=1)[CH:2]=[CH2:3] |f:1.2|. Procedure details: Methyl 3,5-diallyloxy-2-ethyl-6-(3-methylsulfanylbenzoyl)phenylacetate (550 mg, 1.3 mmol) obtained in Example 94, Step 1 was dissolved in a mixed solvent of methanol (12 mL) and water (6 mL), and Oxone (trademark; 1.9 g, 3.1 mmol) was slowly added thereto with stirring under ice-cooling. The reaction mixture was stirred at room temperature for 3 hours, and water was added thereto, followed by extraction with ethyl acetate. The organic layer was washed successively with a saturated aqueous soluti...